This data is from the Open Reaction Database (ORD), a public repository of structured organic reaction records. The task is: describe an organic reaction: reactants, conditions, products, and yield Reaction SMILES: [C:46](=[O:47])([OH:48])[O-:49].[CH2:51]([Cl:52])[Cl:53].[CH3:20][O:21][c:22]1[cH:23][c:24]([CH:34]=[CH:35][C:36](=[O:37])[OH:38])[cH:25][cH:26][c:27]1-[n:28]1[cH:29][n:30][c:31]([CH3:33])[cH:32]1.[CH3:39][CH2:40][O:41][C:42](=[O:43])[CH3:44].[Cl:2][CH2:3][CH2:4][CH2:5][CH:6]([C:7](=[O:8])[NH:9][NH2:10])[c:11]1[c:12]([F:19])[cH:13][c:14]([F:18])[cH:15][c:16]1[F:17].[ClH:1].[Na+:50].[OH2:45]>>[Cl:2][CH2:3][CH2:4][CH2:5][CH:6]([C:7](=[O:8])[NH:9][NH:10][C:36]([CH:35]=[CH:34][c:24]1[cH:23][c:22]([O:21][CH3:20])[c:27](-[n:28]2[cH:29][n:30][c:31]([CH3:33])[cH:32]2)[cH:26][cH:25]1)=[O:37])[c:11]1[c:12]([F:19])[cH:13][c:14]([F:18])[cH:15][c:16]1[F:17]. Product: COc1cc(C=CC(=O)NNC(=O)C(CCCCl)c2c(F)cc(F)cc2F)ccc1-n1cnc(C)c1. The reactants are O=C([O-])O, ClCCl, COc1cc(C=CC(=O)O)ccc1-n1cnc(C)c1, CCOC(C)=O, NNC(=O)C(CCCCl)c1c(F)cc(F)cc1F, Cl, [Na+], O.